Dataset: the Open Reaction Database (ORD), a public repository of structured organic reaction records. Task: describe an organic reaction: reactants, conditions, products, and yield Starting materials: Cl (hydrochloric acid), [Mg] (magnesium), C(=O)=O (carbon dioxide), BrCCC(=C(F)F)F (4-bromo-1,1,2-trifluoro-1-butene). Run in C(C)OCC (diethyl ether). Run at temperature 0 celsius, time 1 hour. Product: FC(CCC(=O)O)=C(F)F (4,5,5-trifluoro-4-pentenoic acid). Yield: 44.8%. Reaction SMILES: [Mg].Br[CH2:3][CH2:4][C:5]([F:9])=[C:6]([F:8])[F:7].[C:10](=[O:12])=[O:11].Cl>C(OCC)C>[F:9][C:5](=[C:6]([F:8])[F:7])[CH2:4][CH2:3][C:10]([OH:12])=[O:11]. Procedure details: To a stirred mixture of 2.4 grams (0.1 mole) of magnesium turnings in 100 ml of diethyl ether was added 18.9 grams (0.1 mole) of 4-bromo-1,1,2-trifluoro-1-butene. Upon completion of addition the reaction mixture was heated under reflux until the reaction was complete. The reaction mixture was cooled to 0° C. and 9.0 grams (0.2 mole) of carbon dioxide was bubbled in slowly. Upon completion of addition the reaction mixture was stirred for one hour, then 100 ml of aqueous 20% hydrochloric acid was ...